This data is from the Open Reaction Database (ORD), a public repository of structured organic reaction records. The task is: describe an organic reaction: reactants, conditions, products, and yield Starting materials: ClC1=NC=NC(=C1)Cl (4,6-dichloropyrimidine), N1CCOCC1 (morpholine). The solvent is O (water). Reaction conditions: temperature 90 celsius, time 16 hour. Yields the product ClC1=CC(=NC=N1)N1CCOCC1 (4-(6-Chloropyrimidin-4-yl)morpholine). As a reaction SMILES: Cl[C:2]1[CH:7]=[C:6]([Cl:8])[N:5]=[CH:4][N:3]=1.[NH:9]1[CH2:14][CH2:13][O:12][CH2:11][CH2:10]1>O>[Cl:8][C:6]1[N:5]=[CH:4][N:3]=[C:2]([N:9]2[CH2:14][CH2:13][O:12][CH2:11][CH2:10]2)[CH:7]=1. Procedure: 45.0 g (302.1 mmol) of 4,6-dichloropyrimidine are initially charged in 450 ml of water. 26.3 g (302.1 mmol) of morpholine are added, and the mixture is stirred at 90° C. for 16 h. The mixture is then cooled to 0° C., and the precipitate formed is filtered off. The precipitate is washed once with 50 ml of water and air-dried.